This data is from the Open Reaction Database (ORD), a public repository of structured organic reaction records. The task is: describe an organic reaction: reactants, conditions, products, and yield Reactants: C(=O)(OC(C)(C)C)N1CCC(CC1)OC1=CC=NC=C1 (1-Boc-4-(pyridin-4-yloxy)piperidine), Cl.Cl.N1=C(C=CC=C1)OC1CCNCC1 (4-(pyridin-2-yloxy)piperidine dihydrochloride), C(C)O (ethanol). The solvent is C(C)OCC (diethyl ether). The product is Cl.Cl.N1=CC=C(C=C1)OC1CCNCC1 (4-(Pyridin-4-yloxy)piperidine dihydrochloride). Reaction SMILES: C([N:8]1[CH2:13][CH2:12][CH:11]([O:14][C:15]2[CH:20]=[CH:19][N:18]=[CH:17][CH:16]=2)[CH2:10][CH2:9]1)(OC(C)(C)C)=O.[ClH:21].Cl.N1C=CC=CC=1OC1CCNCC1.C(O)C>C(OCC)C>[ClH:21].[ClH:21].[N:8]1[CH:13]=[CH:12][C:11]([O:14][CH:15]2[CH2:20][CH2:19][NH:18][CH2:17][CH2:16]2)=[CH:10][CH:9]=1 |f:1.2.3,6.7.8|. Procedure: Prepared from 1-Boc-4-(pyridin-4-yloxy)piperidine using methods substantially equivalent to those described for the synthesis of 4-(pyridin-2-yloxy)piperidine dihydrochloride, using ethanol in place of ethyl acetate. The product was isolated by trituration with diethyl ether. Starting materials: ClC1=NC=CC(=N1)C1=C(N=C(S1)C(C)C)C=1C=CC(=C(C1)NS(=O)(=O)C=1N=CN(C1)C)F (N-{5-[5-(2-chloro-4-pyrimidinyl)-2-(1-methylethyl)-1,3-thiazol-4-yl]-2-fluorophenyl}-1-methyl-1H-imidazole-4-sulfonamide), CSCCCN ([3-(methylthio)propyl]amine). Product: FC1=C(C=C(C=C1)C=1N=C(SC1C1=NC(=NC=C1)NCCCSC)C(C)C)NS(=O)(=O)C=1N=CN(C1)C (N-{2-Fluoro-5-[2-(1-methylethyl)-5-(2-{[3-(methylthio)propyl]amino}-4-pyrimidinyl)-1,3-thiazol-4-yl]phenyl}-1-methyl-1H-imidazole-4-sulfonamide). As a reaction SMILES: Cl[C:2]1[N:7]=[C:6]([C:8]2[S:12][C:11]([CH:13]([CH3:15])[CH3:14])=[N:10][C:9]=2[C:16]2[CH:17]=[CH:18][C:19]([F:32])=[C:20]([NH:22][S:23]([C:26]3[N:27]=[CH:28][N:29]([CH3:31])[CH:30]=3)(=[O:25])=[O:24])[CH:21]=2)[CH:5]=[CH:4][N:3]=1.[CH3:33][S:34][CH2:35][CH2:36][CH2:37][NH2:38]>>[F:32][C:19]1[CH:18]=[CH:17][C:16]([C:9]2[N:10]=[C:11]([CH:13]([CH3:15])[CH3:14])[S:12][C:8]=2[C:6]2[CH:5]=[CH:4][N:3]=[C:2]([NH:38][CH2:37][CH2:36][CH2:35][S:34][CH3:33])[N:7]=2)=[CH:21][C:20]=1[NH:22][S:23]([C:26]1[N:27]=[CH:28][N:29]([CH3:31])[CH:30]=1)(=[O:25])=[O:24]. Procedure: Following a procedure analogous to the procedure described in Example 1 using N-{5-[5-(2-chloro-4-pyrimidinyl)-2-(1-methylethyl)-1,3-thiazol-4-yl]-2-fluorophenyl}-1-methyl-1H-imidazole-4-sulfonamide (75 mg, 0.152 mmol) and [3-(methylthio)propyl]amine (86 mg, 0.817 mmol) the title compound of Step B was obtained as a golden oil (76 mg, 89% yield). MS (ESI): 561.4 [M+H]+. The reactants are C1CCOC1, COC(=O)CCCC#Cc1cccc2c1C(=Cc1[nH]ccc1OC)C(=O)N2, O. The product is COc1cc[nH]c1C=C1C(=O)Nc2cccc(C#CCCCC(=O)O)c21. RXN SMILES: [CH2:28]1[O:29][CH2:30][CH2:31][CH2:32]1.[CH3:1][O:2][C:3]([CH2:4][CH2:5][CH2:6][C:7]#[C:8][c:9]1[c:10]2[c:14]([cH:15][cH:16][cH:17]1)[NH:13][C:12](=[O:18])[C:11]2=[CH:19][c:20]1[nH:21][cH:22][cH:23][c:24]1[O:25][CH3:26])=[O:27].[OH2:33]>>[O:2]=[C:3]([CH2:4][CH2:5][CH2:6][C:7]#[C:8][c:9]1[c:10]2[c:14]([cH:15][cH:16][cH:17]1)[NH:13][C:12](=[O:18])[C:11]2=[CH:19][c:20]1[nH:21][cH:22][cH:23][c:24]1[O:25][CH3:26])[OH:27]. Starting materials: OC=1C=CC2=C(SC(=C2C(O)C2=CC=C(C=C2)OCCN2CC(CCC2)C)C2=CC=C(C=C2)O)C1 ([6-Hydroxy-2-(4-Hydroxyphenyl)Benzo[B]Thien-3-Yl][4-[2-(3-Methyl-1-Piperidinyl]Ethoxy]Phenyl]Methanol), C(C)[SiH](CC)CC (triethylsilane), FC(C(=O)O)(F)F (trifluoroacetic acid). Run in ClCCl (dichloromethane). Reaction conditions: temperature 0 celsius, time 10 minute. Yields the product OC=1C=CC2=C(SC(=C2CC2=CC=C(C=C2)OCCN2CC(CCC2)C)C2=CC=C(C=C2)O)C1 ([6-Hydroxy-2-(4-Hydroxyphenyl)Benzo[B]Thien-3-Yl][4-[2-(3-Methyl-1-Piperidinyl]Ethoxy]Phenyl]Methane). Yield: 65.5%. As a reaction SMILES: [OH:1][C:2]1[CH:3]=[CH:4][C:5]2[C:9]([CH:10]([C:12]3[CH:17]=[CH:16][C:15]([O:18][CH2:19][CH2:20][N:21]4[CH2:26][CH2:25][CH2:24][CH:23]([CH3:27])[CH2:22]4)=[CH:14][CH:13]=3)O)=[C:8]([C:28]3[CH:33]=[CH:32][C:31]([OH:34])=[CH:30][CH:29]=3)[S:7][C:6]=2[CH:35]=1.C([SiH](CC)CC)C.FC(F)(F)C(O)=O>ClCCl>[OH:1][C:2]1[CH:3]=[CH:4][C:5]2[C:9]([CH2:10][C:12]3[CH:13]=[CH:14][C:15]([O:18][CH2:19][CH2:20][N:21]4[CH2:26][CH2:25][CH2:24][CH:23]([CH3:27])[CH2:22]4)=[CH:16][CH:17]=3)=[C:8]([C:28]3[CH:33]=[CH:32][C:31]([OH:34])=[CH:30][CH:29]=3)[S:7][C:6]=2[CH:35]=1. Procedure: To a suspension of the product of Example 24 (0.466 g, 0.980 mmol) stirring in dichloromethane (24 mL) at 0° C. was added triethylsilane (0.94 mL, 5.8 mmol). After 10 minutes, trifluoroacetic acid (6.4 mL) was added at such a rate that the temperature was maintained below 5° C. The resulting solution was stirred at 0° C. for 2 hours, then quenched by pouring it into a saturated aqueous sodium bicarbonate solution (50 mL). Methanol was added as necessary to dissolve any residue. This mixture was ... Solvent: C1(=CC=CC=C1)C (toluene). The yield is 81.8%. The reactants are OC1=NC=NC(=C1CC(=O)OC)C (methyl (4-hydroxy-6-methyl-5-pyrimidinyl)-acetate), P(=O)(Cl)(Cl)Cl (phosphorous oxychloride). Reaction SMILES: O[C:2]1[C:7]([CH2:8][C:9]([O:11][CH3:12])=[O:10])=[C:6]([CH3:13])[N:5]=[CH:4][N:3]=1.P(Cl)(Cl)([Cl:16])=O>C1(C)C=CC=CC=1>[CH3:12][O:11][C:9](=[O:10])[CH2:8][C:7]1[C:2]([Cl:16])=[N:3][CH:4]=[N:5][C:6]=1[CH3:13]. Procedure: A suspension of methyl (4-hydroxy-6-methyl-5-pyrimidinyl)-acetate (116 g, 0.64 mol) in toluene (200 ml) and phosphorous oxychloride (94 ml, 1.0 mol) is refluxed for three hours. The solvent is removed under reduced pressure and the resulting oil is poured onto crushed ice with stirring. The pH is adjusted to 9 by adding potassium carbonate. Extraction with ether, drying and destillation under high vacuum gives methyl(4-chloro-6-methyl-5-pyrimidinyl)-acetate as a yellowish oil (105 g, 82 %). b.p.... Product: COC(CC=1C(=NC=NC1C)Cl)=O (methyl(4-chloro-6-methyl-5-pyrimidinyl)-acetate). Reactants: CO, CCOC(=O)c1sc(Cl)nc1-c1cccc(C#N)c1, [K+], [OH-], O. The product is N#Cc1cccc(-c2nc(Cl)sc2C(=O)O)c1. RXN SMILES: [CH3:22][OH:23].[Cl:1][c:2]1[s:3][c:4]([C:15](=[O:16])[O:17][CH2:18][CH3:19])[c:5](-[c:7]2[cH:8][c:9]([C:13]#[N:14])[cH:10][cH:11][cH:12]2)[n:6]1.[K+:21].[OH-:20].[OH2:24]>>[Cl:1][c:2]1[s:3][c:4]([C:15](=[O:16])[OH:17])[c:5](-[c:7]2[cH:8][c:9]([C:13]#[N:14])[cH:10][cH:11][cH:12]2)[n:6]1. The reactants are ClC1=NC=2N(C(=C1)N1CCOCC1)N=C(C2)C2=NOC(=C2)C (5-chloro-2-(5-methylisoxazol-3-yl)-7-morpholin-4-yl-pyrazolo[1,5-a]-pyrimidine), O.NN (hydrazine monohydrate). The solvent is O1CCOCC1 (1,4-dioxane). Run at time 3 hour. Yields the product crude product, CC1=CC(=NO1)C1=NN2C(N=C(C=C2N2CCOCC2)NN)=C1 ([2-(5-methylisoxazol-3-yl)-7-morpholin-4-yl-pyrazolo[1,5-a]pyrimidin-5-yl]-hydrazine). Isolated yield 26.0%. RXN SMILES: Cl[C:2]1[CH:7]=[C:6]([N:8]2[CH2:13][CH2:12][O:11][CH2:10][CH2:9]2)[N:5]2[N:14]=[C:15]([C:17]3[CH:21]=[C:20]([CH3:22])[O:19][N:18]=3)[CH:16]=[C:4]2[N:3]=1.O.[NH2:24][NH2:25]>O1CCOCC1>[CH3:22][C:20]1[O:19][N:18]=[C:17]([C:15]2[CH:16]=[C:4]3[N:3]=[C:2]([NH:24][NH2:25])[CH:7]=[C:6]([N:8]4[CH2:13][CH2:12][O:11][CH2:10][CH2:9]4)[N:5]3[N:14]=2)[CH:21]=1 |f:1.2|. Procedure details: There was suspended, in 1,4-dioxane (20 mL), 5-chloro-2-(5-methylisoxazol-3-yl)-7-morpholin-4-yl-pyrazolo[1,5-a]-pyrimidine (0.82 g, 2.6 mM) prepared in the foregoing step 1, then hydrazine monohydrate (1.3 mL, 26 mM) was added to the suspension and the suspension was stirred for 3 hours while refluxing the same with heating. After the stirring operation, the reaction liquid was concentrated, the concentrate was then diluted with water and extracted with ethyl acetate. The resulting extracts wer... The reactants are ketone, C(CC(=O)C)(=O)OCC (ethyl acetoacetate), C1(=CC=C(C=C1)C(CCCC)=O)C1=CC=CC=C1 (1-[1,1'-biphenyl]-4-yl-1-pentanone), [H-].[Na+] (NaH), C(CCC)[Li] (n-butyl lithium). The solvent is O1CCCC1 (tetrahydrofuran), CCCCCC (hexane). Reaction conditions: temperature -78 celsius, time 2 hour. Yields the product C1(=CC=C(C=C1)C1(CC(=CC(O1)=O)O)CCCC)C1=CC=CC=C1 (6-[1,1'-Biphenyl]-4-yl-6-butyl-5,6-dihydro-4-hydroxy-2H-pyran-2-one). As a reaction SMILES: [C:1]([O:7][CH2:8][CH3:9])(=[O:6])[CH2:2][C:3]([CH3:5])=[O:4].[H-].[Na+].[CH2:12]([Li])[CH2:13][CH2:14][CH3:15].[C:17]1([C:29]2[CH:34]=[CH:33]C=[CH:31][CH:30]=2)[CH:22]=[CH:21][C:20](C(=O)CCCC)=[CH:19][CH:18]=1>CCCCCC.O1CCCC1>[C:29]1([C:17]2[CH:18]=[CH:19][CH:20]=[CH:21][CH:22]=2)[CH:34]=[CH:33][C:9]([C:8]2([CH2:12][CH2:13][CH2:14][CH3:15])[O:7][C:1](=[O:6])[CH:2]=[C:3]([OH:4])[CH2:5]2)=[CH:31][CH:30]=1 |f:1.2|. Procedure details: The title compound was prepared as described in General Method 1 using 13 g ethyl acetoacetate, 5.3 g of NaH 60% dispersion in oil, 60 mL of 1.6M n-butyl lithium in hexane, 21 g of 1-[1,1'-biphenyl]-4-yl-1-pentanone and 300 mL of tetrahydrofuran. After addition of the ketone, the reaction was stirred 15 minutes at -78° C. and 2 hours at room temperature. The crude reaction mixture afforded a solid which was washed with CH2 Cl2 and two times with ethyl acetate (m.p. 165°-170° C). 1H NMR(d6 -DMSO)... Reactants: ClC1=C(C=CC=C1)C=CCN(S(=O)(=O)C1=CC=C(C=C1)C)CC#CC(C)=O (N-(3-(2-Chlorophenyl)allyl)-4-methyl-N-(4-oxopent-2-yn-1-yl)benzene sulfonamide). Run in ClC1=C(C=CC=C1)Cl (1,2-dichlorobenzene). Reaction conditions: temperature 180 celsius, time 3 hour. The product is ClC1=CC=CC=2C1=CC=1CN(CC1C2C(C)=O)S(=O)(=O)C2=CC=C(C)C=C2 (1-(8-Chloro-2-tosyl-2,3-dihydro-1H-benzo[f]isoindol-4-yl)ethanone). Yield: 31.0%. As a reaction SMILES: [Cl:1][C:2]1[CH:7]=[CH:6][CH:5]=[CH:4][C:3]=1[CH:8]=[CH:9][CH2:10][N:11]([CH2:22][C:23]#[C:24][C:25](=[O:27])[CH3:26])[S:12]([C:15]1[CH:20]=[CH:19][C:18]([CH3:21])=[CH:17][CH:16]=1)(=[O:14])=[O:13]>ClC1C=CC=CC=1Cl>[Cl:1][C:2]1[C:3]2=[CH:8][C:9]3[CH2:10][N:11]([S:12]([C:15]4[CH:16]=[CH:17][C:18]([CH3:21])=[CH:19][CH:20]=4)(=[O:13])=[O:14])[CH2:22][C:23]=3[C:24]([C:25](=[O:27])[CH3:26])=[C:4]2[CH:5]=[CH:6][CH:7]=1. Reported procedure: A microwave irradiation vial (10-20 mL) was equipped with a sir bar and was charged with compound 5p (0.3 g, 0.75 mmol) and 1,2-dichlorobenzene (12.4 mL). The reaction was irradiated with stirring at 180° C. for 3 h, turning black in color. The solution was directly added to a silica gel column, which was eluted with n-hexane to separate the 1,2-dichlorobenzene, and then AcOEt/n-hexane 2:8 to collect the pure product. The title compound was isolated as a brown solid in a 31% yield (0.093 g). Starting materials: CCO, [K+], CCOC(=O)C1CCN(C(=O)OCc2ccccc2)CCC1=O, [OH-], O. Yields the product O=C1CCCN(C(=O)OCc2ccccc2)CC1. As a reaction SMILES: [CH3:27][CH2:28][OH:29].[K+:2].[O:3]=[C:4]1[CH:5]([C:21]([O:22][CH2:23][CH3:24])=[O:25])[CH2:6][CH2:7][N:8]([C:11](=[O:12])[O:13][CH2:14][c:15]2[cH:16][cH:17][cH:18][cH:19][cH:20]2)[CH2:9][CH2:10]1.[OH-:1].[OH2:26]>>[O:3]=[C:4]1[CH2:5][CH2:6][CH2:7][N:8]([C:11](=[O:12])[O:13][CH2:14][c:15]2[cH:16][cH:17][cH:18][cH:19][cH:20]2)[CH2:9][CH2:10]1.